describe an organic reaction: reactants, conditions, products, and yield From a dataset of the Open Reaction Database (ORD), a public repository of structured organic reaction records. The reactants are ClC=1C=C(C=CC1)NC1=NC=2C(C3=CN=CC=C13)=CC=CC2C(=O)OC (Methyl 5-(3-chlorophenylamino)benzo[c][2,6]naphthyridine-7-carboxylate), O.NN (Hydrazine hydrate). Reagents/catalysts: CN(C)C=O (DMF). Run in CO (Methanol). Conditions: temperature 60 celsius, time 2 hour. Product: ClC=1C=C(C=CC1)NC1=NC=2C(C3=CN=CC=C13)=CC=CC2C(=O)NN (5-(3-chlorophenylamino)benzo[c][2,6]naphthyridine-7-carbohydrazide). The yield is 62.0%. As a reaction SMILES: [Cl:1][C:2]1[CH:3]=[C:4]([NH:8][C:9]2[C:18]3[C:13](=[CH:14][N:15]=[CH:16][CH:17]=3)[C:12]3=[CH:19][CH:20]=[CH:21][C:22]([C:23](OC)=[O:24])=[C:11]3[N:10]=2)[CH:5]=[CH:6][CH:7]=1.O.[NH2:28][NH2:29]>CN(C=O)C.CO>[Cl:1][C:2]1[CH:3]=[C:4]([NH:8][C:9]2[C:18]3[C:13](=[CH:14][N:15]=[CH:16][CH:17]=3)[C:12]3=[CH:19][CH:20]=[CH:21][C:22]([C:23]([NH:28][NH2:29])=[O:24])=[C:11]3[N:10]=2)[CH:5]=[CH:6][CH:7]=1 |f:1.2|. Procedure details: Methyl 5-(3-chlorophenylamino)benzo[c][2,6]naphthyridine-7-carboxylate (47 mg) was mixed with Methanol (1 ml) and Hydrazine hydrate (1 ml). 2-3 drops of DMF were added and the mixture was stirred at 60° C. for 2 hours. The volatiles were removed and another amount of reagent Methanol (1 ml) and Hydrazine (1 ml) were added, and the mixture was stirred at 60° C. for an extra 2 hours. The volatiles were removed in vacuo and the material was crashed out using AcOEt/hexanes. Filtration and drying aff...